Task: describe an organic reaction: reactants, conditions, products, and yield. Dataset: the Open Reaction Database (ORD), a public repository of structured organic reaction records The reactants are CC(=O)O, CCCCN=C1SC=NC1(Cc1ccc(-c2ccccc2-c2nnnn2C(c2ccccc2)(c2ccccc2)c2ccccc2)cc1)C(=O)OCC, C1CCOC1, O. Product: CCCCN=C1SC=NC1(Cc1ccc(-c2ccccc2-c2nnn[nH]2)cc1)C(=O)OCC. RXN SMILES: [C:59]([OH:60])(=[O:61])[CH3:62].[CH2:1]([CH2:2][CH2:3][CH3:4])[N:5]=[C:6]1[C:7]([CH2:11][c:12]2[cH:13][cH:14][c:15](-[c:18]3[c:19](-[c:24]4[n:25][n:26][n:27][n:28]4[C:29]([c:30]4[cH:31][cH:32][cH:33][cH:34][cH:35]4)([c:36]4[cH:37][cH:38][cH:39][cH:40][cH:41]4)[c:42]4[cH:43][cH:44][cH:45][cH:46][cH:47]4)[cH:20][cH:21][cH:22][cH:23]3)[cH:16][cH:17]2)([C:48](=[O:49])[O:50][CH2:51][CH3:52])[N:8]=[CH:9][S:10]1.[O:54]1[CH2:55][CH2:56][CH2:57][CH2:58]1.[OH2:53]>>[CH2:1]([CH2:2][CH2:3][CH3:4])[N:5]=[C:6]1[C:7]([CH2:11][c:12]2[cH:13][cH:14][c:15](-[c:18]3[c:19](-[c:24]4[nH:25][n:26][n:27][n:28]4)[cH:20][cH:21][cH:22][cH:23]3)[cH:16][cH:17]2)([C:48](=[O:49])[O:50][CH2:51][CH3:52])[N:8]=[CH:9][S:10]1. RXN SMILES: [CH3:1][C:2](=[CH:3][CH2:4][O:5][C:6]([CH2:7][CH2:8][CH2:9][CH2:10][CH2:11][CH2:12][CH2:13][CH2:14][CH:15]=[CH2:16])=[O:17])[CH2:18][CH2:19][CH:20]=[C:21]([CH3:22])[CH3:23].[CH3:24][C:25](=[CH:26][CH2:27][CH2:28][C:29](=[CH:30][CH2:31][OH:32])[CH3:33])[CH3:34].[OH:35][C:36]([CH2:37][CH2:38][CH2:39][CH2:40][CH2:41][CH2:42][CH2:43][CH2:44][CH:45]=[CH2:46])=[O:47]>>[CH3:1][C:2](=[CH:3][CH2:4][O:5][C:6]([CH2:7][CH2:8][CH:9]=[CH2:10])=[O:17])[CH2:18][CH2:19][CH:20]=[C:21]([CH3:22])[CH3:23]. Reactants: C=CCCCCCCCCC(=O)OCC=C(C)CCC=C(C)C, CC(C)=CCCC(C)=CCO, C=CCCCCCCCCC(=O)O. The product is C=CCCC(=O)OCC=C(C)CCC=C(C)C. Reaction SMILES: [Br:1][C:2]1[CH:3]=[N:4][C:5](OC2C=NC(Cl)=CC=2)=[N:6][CH:7]=1.[OH:16][C:17]1[CH:22]=[CH:21][C:20]([CH2:23][CH2:24][CH:25]([NH:27][C:28](=[O:30])[CH3:29])[CH3:26])=[CH:19][CH:18]=1>>[Br:1][C:2]1[CH:3]=[N:4][C:5]([O:16][C:17]2[CH:18]=[CH:19][C:20]([CH2:23][CH2:24][CH:25]([NH:27][C:28](=[O:30])[CH3:29])[CH3:26])=[CH:21][CH:22]=2)=[N:6][CH:7]=1. The product is BrC=1C=NC(=NC1)OC1=CC=C(C=C1)CCC(C)NC(C)=O (N-{3-[4-(5-Bromopyrimidin-2-yloxy)phenyl]-1-methylpropyl}acetamide). Starting materials: BrC=1C=NC(=NC1)OC=1C=NC(=CC1)Cl (5-Bromo-2-(6-chloropyridin-3-yloxy)pyrimidine), OC1=CC=C(C=C1)CCC(C)NC(C)=O (N-[3-(4-hydroxyphenyl)-1-methylpropyl]acetamide). Procedure details: 5-Bromo-2-(6-chloropyridin-3-yloxy)pyrimidine (500 mg, 1.745 mmol) and N-[3-(4-hydroxyphenyl)-1-methylpropyl]acetamide (362 mg, 1.745 mmol) were reacted in analogy to example 2c. Yield: 509 mg (80%), M+H+: 364.03. Starting materials: C[C@@H]1N[C@@H](CCC1)C (cis-2,6-Dimethylpiperidine), N1=CC=CC=C1 (Pyridine), ice, ClC(Cl)(OC(OC(Cl)(Cl)Cl)=O)Cl (triphosgene), C[C@@H]1N[C@@H](CCC1)C.C(N)(=O)Cl (cis-2,6-Dimethylpiperidine carbamoylchloride), FC=1C=CC(=NC1)NN ((5-fluoro-pyridin-2-yl)-hydrazine), CCN(C(C)C)C(C)C (DIPEA). The solvent is C(Cl)Cl (DCM), C(Cl)Cl (DCM). Reaction conditions: temperature 45 celsius, time 3 hour. Yields the product FC=1C=CC(=NC1)NNC(=O)N1[C@H](CCC[C@H]1C)C (cis-2,6-Dimethyl-piperidine-1-carboxylic acid N′-(5-fluoro-pyridin-2-yl)-hydrazide). The yield is 56.0%. RXN SMILES: N1C=CC=CC=1.ClC(Cl)(O[C:11](=[O:17])OC(Cl)(Cl)Cl)Cl.[CH3:19][C@H:20]1[CH2:25][CH2:24][CH2:23][C@@H:22]([CH3:26])[NH:21]1.C[C@H]1CCC[C@@H](C)N1.C(Cl)(=O)N.CCN(C(C)C)C(C)C.[F:48][C:49]1[CH:50]=[CH:51][C:52]([NH:55][NH2:56])=[N:53][CH:54]=1>C(Cl)Cl>[F:48][C:49]1[CH:50]=[CH:51][C:52]([NH:55][NH:56][C:11]([N:21]2[C@H:22]([CH3:26])[CH2:23][CH2:24][CH2:25][C@@H:20]2[CH3:19])=[O:17])=[N:53][CH:54]=1 |f:3.4|. Procedure details: Pyridine (2.40 mL, 29.7 mmol) was added dropwise to an ice cold suspension of triphosgene (4.42 g, 14.9 mmol) in DCM (30.0 mL). cis-2,6-Dimethylpiperidine (2.00 mL, 14.9 mmol) was added and the reaction stirred for 3 hours, then quenched by dropwise addition of HCl (1M aqueous, 30 mL). The mixture was extracted into DCM (3×). The combined organic layers were washed with brine, dried (MgSO4), filtered and evaporated in vacuo. The product was used in the next reaction without purification. cis-2,6... The reactants are [Br-], C1CCOC1, CCOC(C)=O, OC(c1nc2cc(Cl)c(Cl)cc2[nH]1)C(F)(F)F, [O-]Cl, [K+], [Na+], O. The product is O=C(c1nc2cc(Cl)c(Cl)cc2[nH]1)C(F)(F)F. RXN SMILES: [Br-:18].[CH2:23]1[O:24][CH2:25][CH2:26][CH2:27]1.[CH3:28][CH2:29][O:30][C:31]([CH3:32])=[O:33].[Cl:1][c:2]1[cH:3][c:4]2[c:5]([nH:6][c:7]([CH:9]([C:10]([F:11])([F:12])[F:13])[OH:14])[n:8]2)[cH:15][c:16]1[Cl:17].[Cl:20][O-:21].[K+:19].[Na+:22].[OH2:34]>>[Cl:1][c:2]1[cH:3][c:4]2[c:5]([n:6][c:7]([C:9]([C:10]([F:11])([F:12])[F:13])=[O:14])[nH:8]2)[cH:15][c:16]1[Cl:17]. Reactants: Cc1cc(C)c(N2CCN(C(=O)c3ccc(I)cc3)CC2)nc1C, O=C1NC(COC(=O)c2ccccc2)CO1. Product: Cc1cc(C)c(N2CCN(C(=O)c3ccc(N4C(=O)OCC4COC(=O)c4ccccc4)cc3)CC2)nc1C. RXN SMILES: [I:1][c:2]1[cH:3][cH:4][c:5]([C:8](=[O:9])[N:10]2[CH2:11][CH2:12][N:13]([c:16]3[n:17][c:18]([CH3:24])[c:19]([CH3:23])[cH:20][c:21]3[CH3:22])[CH2:14][CH2:15]2)[cH:6][cH:7]1.[O:25]=[C:26]1[O:27][CH2:28][CH:29]([CH2:31][O:32][C:33]([c:34]2[cH:35][cH:36][cH:37][cH:38][cH:39]2)=[O:40])[NH:30]1>>[c:2]1([N:30]2[C:26](=[O:25])[O:27][CH2:28][CH:29]2[CH2:31][O:32][C:33]([c:34]2[cH:35][cH:36][cH:37][cH:38][cH:39]2)=[O:40])[cH:3][cH:4][c:5]([C:8](=[O:9])[N:10]2[CH2:11][CH2:12][N:13]([c:16]3[n:17][c:18]([CH3:24])[c:19]([CH3:23])[cH:20][c:21]3[CH3:22])[CH2:14][CH2:15]2)[cH:6][cH:7]1.